This data is from the Open Reaction Database (ORD), a public repository of structured organic reaction records. The task is: describe an organic reaction: reactants, conditions, products, and yield The reactants are C(C)(=O)OC(C)=O (Acetic anhydride), COC1=C(OCC(CN2CCN(CC2)CC(=O)NC2=C(C=CC=C2C)C)O)C=CC=C1 (1-[3-(2-methoxyphenoxy)-2-hydroxypropyl]-4-[(2,6-dimethylphenyl)aminocarbonylmethyl]piperazine), O (water). Run in N1=CC=CC=C1 (pyridine). Run at time 2 hour. Yields the product COC1=C(OCC(CN2CCN(CC2)CC(=O)NC2=C(C=CC=C2C)C)OC(C)=O)C=CC=C1 (1-[3-(2-methoxyphenoxy)-2-acetoxypropyl]-4-[(2,6-dimethylphenyl)aminocarbonylmethyl]piperazine). As a reaction SMILES: [CH3:1][O:2][C:3]1[CH:31]=[CH:30][CH:29]=[CH:28][C:4]=1[O:5][CH2:6][CH:7]([OH:27])[CH2:8][N:9]1[CH2:14][CH2:13][N:12]([CH2:15][C:16]([NH:18][C:19]2[C:24]([CH3:25])=[CH:23][CH:22]=[CH:21][C:20]=2[CH3:26])=[O:17])[CH2:11][CH2:10]1.[C:32](OC(=O)C)(=[O:34])[CH3:33].O>N1C=CC=CC=1>[CH3:1][O:2][C:3]1[CH:31]=[CH:30][CH:29]=[CH:28][C:4]=1[O:5][CH2:6][CH:7]([O:27][C:32](=[O:34])[CH3:33])[CH2:8][N:9]1[CH2:14][CH2:13][N:12]([CH2:15][C:16]([NH:18][C:19]2[C:20]([CH3:26])=[CH:21][CH:22]=[CH:23][C:24]=2[CH3:25])=[O:17])[CH2:11][CH2:10]1. Procedure: One g of 1-[3-(2-methoxyphenoxy)-2-hydroxypropyl]-4-[(2,6-dimethylphenyl)aminocarbonylmethyl]piperazine is dissolved in 25 ml of pyridine and cooled in an ice bath to 0°-5° C. Acetic anhydride (0.6 g) is slowly added and the reaction is stirred for 2 hours. After the addition of 100 ml of water, the reaction mixture is extracted twice with 100 ml portions of diethylether. After combining, the ether extract is washed twice with 100 ml of water and evaporated to dryness to produce 1-[3-(2-methoxyp... Starting materials: C(CCC)[Li] (n-butyl lithium), [Si](C)(C)(C(C)(C)C)OCCCCC(S(=O)(=O)C1=CC=C(C=C1)Cl)C1=C(C=CC(=C1)F)F (2-[5-(t-Butyldimethylsilyloxy)-1-[(4-chlorophenyl)sulfonyl]pentyl]-1,4-difluorobenzene), CN(P(N(C)C)(N(C)C)=O)C (hexamethylphosphoric triamide), ICCCC (iodobutane). Solvent: O1CCCC1 (tetrahydrofuran), CCCCCC (hexane), C(C)(C)O (Isopropanol). Reaction conditions: time 20 hour. Product: [Si](C)(C)(C(C)(C)C)OCCCCC(CCCC)(S(=O)(=O)C1=CC=C(C=C1)Cl)C1=C(C=CC(=C1)F)F (2-[5-(t-Butyldimethylsilyloxy)-1-[(4-chlorophenyl)sulfonyl]-1-butylpentyl]-1,4-difluorobenzene). As a reaction SMILES: [CH2:1]([Li])[CH2:2][CH2:3][CH3:4].[Si:6]([O:13][CH2:14][CH2:15][CH2:16][CH2:17][CH:18]([C:29]1[CH:34]=[C:33]([F:35])[CH:32]=[CH:31][C:30]=1[F:36])[S:19]([C:22]1[CH:27]=[CH:26][C:25]([Cl:28])=[CH:24][CH:23]=1)(=[O:21])=[O:20])([C:9]([CH3:12])([CH3:11])[CH3:10])([CH3:8])[CH3:7].CN(C)P(=O)(N(C)C)N(C)C.ICCCC>C(O)(C)C.O1CCCC1.CCCCCC>[Si:6]([O:13][CH2:14][CH2:15][CH2:16][CH2:17][C:18]([C:29]1[CH:34]=[C:33]([F:35])[CH:32]=[CH:31][C:30]=1[F:36])([S:19]([C:22]1[CH:23]=[CH:24][C:25]([Cl:28])=[CH:26][CH:27]=1)(=[O:21])=[O:20])[CH2:1][CH2:2][CH2:3][CH3:4])([C:9]([CH3:12])([CH3:11])[CH3:10])([CH3:8])[CH3:7]. Procedure details: In an argon gas stream and at −78° C., n-butyl lithium (a 1.57M hexane solution, 0.287 ml, 0.450 mmol) was added to a tetrahydrofuran (4 ml) solution of the 2-[5-(t-butyldimethylsilyloxy)-1-[(4-chlorophenyl)sulfonyl]pentyl]-1,4-difluorobenzene (200 mg, 0.409 mmol) obtained in Example 15. The temperature of the resulting mixture was raised to room temperature. After cooling to −78° C., hexamethylphosphoric triamide (0.214 ml, 1.23 mmol) and iodobutane (51.1 μl, 0.450 mmol) were added dropwise to ... Reactants: COC(=O)C(Br)c1ccc(Oc2ccc(Cl)cc2)cc1, C[O-], CO, Cc1cc(O)ccc1Cl, [I-], [K+], [Na+], O, c1ccccc1. The product is COC(=O)C(Oc1ccc(Cl)c(C)c1)c1ccc(Oc2ccc(Cl)cc2)cc1. As a reaction SMILES: [Br:15][CH:16]([C:17](=[O:18])[O:19][CH3:20])[c:21]1[cH:22][cH:23][c:24]([O:27][c:28]2[cH:29][cH:30][c:31]([Cl:34])[cH:32][cH:33]2)[cH:25][cH:26]1.[CH3:10][O-:11].[CH3:35][OH:36].[Cl:1][c:2]1[c:3]([CH3:9])[cH:4][c:5]([OH:8])[cH:6][cH:7]1.[I-:14].[K+:13].[Na+:12].[OH2:43].[cH:37]1[cH:38][cH:39][cH:40][cH:41][cH:42]1>>[Cl:1][c:2]1[c:3]([CH3:9])[cH:4][c:5]([O:8][CH:16]([C:17](=[O:18])[O:19][CH3:20])[c:21]2[cH:22][cH:23][c:24]([O:27][c:28]3[cH:29][cH:30][c:31]([Cl:34])[cH:32][cH:33]3)[cH:25][cH:26]2)[cH:6][cH:7]1. Starting materials: COC(=O)Cc1cc(OC)ccc1OCc1ccc(OCc2nc(-c3ccccc3)oc2C)cc1, CO, Cl, [Na+], C1CCOC1, [OH-], O. The product is COc1ccc(OCc2ccc(OCc3nc(-c4ccccc4)oc3C)cc2)c(CC(=O)O)c1. As a reaction SMILES: [CH3:1][O:2][c:3]1[cH:4][cH:5][c:6]([O:14][CH2:15][c:16]2[cH:17][cH:18][c:19]([O:22][CH2:23][c:24]3[n:25][c:26](-[c:30]4[cH:31][cH:32][cH:33][cH:34][cH:35]4)[o:27][c:28]3[CH3:29])[cH:20][cH:21]2)[c:7]([CH2:9][C:10](=[O:11])[O:12][CH3:13])[cH:8]1.[CH3:45][OH:46].[ClH:43].[Na+:42].[O:36]1[CH2:37][CH2:38][CH2:39][CH2:40]1.[OH-:41].[OH2:44]>>[CH3:1][O:2][c:3]1[cH:4][cH:5][c:6]([O:14][CH2:15][c:16]2[cH:17][cH:18][c:19]([O:22][CH2:23][c:24]3[n:25][c:26](-[c:30]4[cH:31][cH:32][cH:33][cH:34][cH:35]4)[o:27][c:28]3[CH3:29])[cH:20][cH:21]2)[c:7]([CH2:9][C:10](=[O:11])[OH:12])[cH:8]1. The reactants are C(C)NCC (diethyl amine), ClC=1C=C(C#N)C=CC1CSC1=NC(=CC(=N1)O)C (3-chloro-4-{[(4-hydroxy-6-methylpyrimidin-2-yl)sulfanyl]methyl}benzonitrile), C[Mg]Br (methyl magnesium bromide), C(C)OCC (diethyl ether). Run in C1CCOC1 (THF), C1CCOC1 (THF). Run at temperature 40 celsius, time 15 minute. Product: ClC=1C=C(C=CC1CSC1=NC(=CC(=N1)O)C)C(N(CC)CC)=N (3-chloro-N,N-diethyl-4-{[(4-hydroxy-6-methylpyrimidin-2-yl)sulfanyl]methyl}benzene-1-carboximidamide). The yield is 15.0%. As a reaction SMILES: C[Mg]Br.C([O:6][CH2:7][CH3:8])C.[CH2:9]([NH:11][CH2:12][CH3:13])[CH3:10].[Cl:14][C:15]1[CH:16]=[C:17]([CH:20]=[CH:21][C:22]=1[CH2:23][S:24][C:25]1[N:30]=[C:29](O)[CH:28]=C(C)[N:26]=1)[C:18]#[N:19]>C1COCC1>[Cl:14][C:15]1[CH:16]=[C:17]([C:18](=[NH:19])[N:11]([CH2:12][CH3:13])[CH2:9][CH3:10])[CH:20]=[CH:21][C:22]=1[CH2:23][S:24][C:25]1[N:26]=[C:7]([OH:6])[CH:8]=[C:29]([CH3:28])[N:30]=1. Procedure: To a solution of 3.0 M methyl magnesium bromide in diethyl ether (1.3 mL, 3.86 mmol) dissolved in anhydrous THF (4 mL) was added diethyl amine in anhydrous THF (1 mL). The mixture was stirred for 15 minutes at 40° C. Then, 3-chloro-4-{[(4-hydroxy-6-methylpyrimidin-2-yl)sulfanyl]methyl}benzonitrile (375 mg, 1.3 mmol) was added and stirred at 40° C. for 3.5 hours. The solvent was evaporated, and the residue was dissolved in DCM and purified on silica gel using 20% DCM/MeOH to afford 3-chloro-N,N-d... The reactants are BrCC=1N=C(SC1)C(=O)OCC (ethyl 4-bromomethylthiazol-2-carboxylate), C(C)N(C\C=C\C#CC(C)(C)OC)CC=1N=C(SC1)CO ((E)-N-ethyl-N-(6-methoxy-6-methyl-2-hepten-4-ynyl)-2 -hydroxymethyl-4-thiazolylmethylamine), C(C)N(C\C=C\C#CC(C)(C)OC)CC1=CC(=NO1)CO ((E)-N-ethyl-N-(6-methoxy-6-methyl-2-hepten-4-ynyl)-3-hydroxymethyl-5-isoxazolylmethylamine), BrCCC1=CC(=NO1)C(=O)OCC (ethyl 5-bromoethylisoxazol-3-carboxylate), BrCC=1N=C(OC1)C(=O)OCC (ethyl 4-bromomethyloxazol-2-carboxylate). The product is C(C)N(C\C=C\C#CC(C)(C)OC)CC=1OC(=CN1)CO ((E)-N-ethyl-N-(6-methoxy-6-methyl-2-hepten-4-ynvl)-5-hydroxymethyl-2-oxazolylmethylamine). RXN SMILES: BrCC1N=C([C:8](OCC)=[O:9])SC=1.BrCCC1ON=C(C(OCC)=O)C=1.BrCC1N=C(C(OCC)=O)OC=1.[CH2:38]([N:40]([CH2:51][C:52]1[N:53]=[C:54]([CH2:57][OH:58])SC=1)[CH2:41]/[CH:42]=[CH:43]/[C:44]#[C:45][C:46]([O:49][CH3:50])([CH3:48])[CH3:47])[CH3:39].C(N(CC1ON=C(CO)C=1)C/C=C/C#CC(OC)(C)C)C>>[CH2:38]([N:40]([CH2:51][C:52]1[O:58][C:57]([CH2:8][OH:9])=[CH:54][N:53]=1)[CH2:41]/[CH:42]=[CH:43]/[C:44]#[C:45][C:46]([O:49][CH3:50])([CH3:48])[CH3:47])[CH3:39]. Reported procedure: When the same reactions as in Referential Example 49 are carried out using ethyl 4-bromomethylthiazol-2-carboxylate [see Ann., 1981, 623] or ethyl 5-bromoethylisoxazol-3-carboxylate [synthesized by brominating ethyl 5-methylisoxazole-5-carboxylate [see J. Heterocyclic Chem., 19, 557(1982)] with N-bromosuccimide in carbon tetrachloride] insted of the starting ethyl 4-bromomethyloxazol-2-carboxylate, (E)-N-ethyl-N-(6-methoxy-6-methyl-2-hepten-4-ynyl)-2 -hydroxymethyl-4-thiazolylmethylamine and (E)... Starting materials: ClC=1C(=CC(=C(C(=O)N)C1)[N+](=O)[O-])[N+](=O)[O-] (5-chloro-2,4-dinitrobenzamide), O1CCOCC1.CO (p-dioxane methanol). Run in [OH-].[K+] (KOH), Cl (HCl), O (water). The product is [N+](=O)([O-])C1=C(C(=O)N)C=C(C(=C1)[N+](=O)[O-])O (2,4-dinitro-5-hydroxybenzamide). The yield is 98.0%. RXN SMILES: Cl[C:2]1[C:3]([N+:14]([O-:16])=[O:15])=[CH:4][C:5]([N+:11]([O-:13])=[O:12])=[C:6]([CH:10]=1)[C:7]([NH2:9])=[O:8].[O:17]1CCOCC1.CO>[OH-].[K+].Cl.O>[N+:11]([C:5]1[CH:4]=[C:3]([N+:14]([O-:16])=[O:15])[C:2]([OH:17])=[CH:10][C:6]=1[C:7]([NH2:9])=[O:8])([O-:13])=[O:12] |f:1.2,3.4|. Procedure details: A solution of 5-chloro-2,4-dinitrobenzamide (5.50 g, 0.022 mmol) in p-dioxane/methanol (1:1, 120 mL) and 6N aqueous KOH (20 mL) is stirred at room temperature for 2 h. After acidification with concentrated HCl, the mixture is diluted with water and extracted into EtOAc. Workup gives 2,4-dinitro-5-hydroxybenzamide (4.91 g, 98%) as yellow cubes. 1H NMR (DMSO) δ8.64 (1H, s), 8.16 (1H, brs), 7.81 (1H, brs), 7.13 (1H, s), 5.80 (1H, brs).